This data is from the Open Reaction Database (ORD), a public repository of structured organic reaction records. The task is: describe an organic reaction: reactants, conditions, products, and yield Starting materials: ClC1=C(C(=CC=C1)Cl)C1=NOC(C1)C1=CC=C(C=C1)[N+](=O)[O-] ((±)3-(2,6-dichlorophenyl)-5-(4-nitrophenyl)-2-isoxazoline), P12(=S)SP3(=S)SP(=S)(S1)SP(=S)(S2)S3 (diphosphorus pentasulfide). Yields the product ClC1=C(C(=CC=C1)Cl)C1=NSC(C1)C1=CC=C(C=C1)[N+](=O)[O-] ((±)-3-(2,6-dichlorophenyl)-5-(4-nitrophenyl)-2-isothiazoline). Reaction SMILES: [Cl:1][C:2]1[CH:7]=[CH:6][CH:5]=[C:4]([Cl:8])[C:3]=1[C:9]1[CH2:13][CH:12]([C:14]2[CH:19]=[CH:18][C:17]([N+:20]([O-:22])=[O:21])=[CH:16][CH:15]=2)O[N:10]=1.P12(SP3(SP(SP(S3)(S1)=S)(=S)S2)=S)=[S:24]>>[Cl:1][C:2]1[CH:7]=[CH:6][CH:5]=[C:4]([Cl:8])[C:3]=1[C:9]1[CH2:13][CH:12]([C:14]2[CH:19]=[CH:18][C:17]([N+:20]([O-:22])=[O:21])=[CH:16][CH:15]=2)[S:24][N:10]=1. Reported procedure: By the method of Asian. J. Chem., 2000, 12, 1358-1360, (±)3-(2,6-dichlorophenyl)-5-(4-nitrophenyl)-2-isoxazoline can be treated with diphosphorus pentasulfide followed by aqueous quench to produce (±)-3-(2,6-dichlorophenyl)-5-(4-nitrophenyl)-2-isothiazoline. The nitrophenyl group can be reduced to the corresponding aniline with tin dichloride or iron powder and ammonium chloride. The aniline, in turn, can be treated with 2,2-dichloroacetyl chloride and triethylamine to yield (±)-2,2-dichloro-N-[...